This data is from the Open Reaction Database (ORD), a public repository of structured organic reaction records. The task is: describe an organic reaction: reactants, conditions, products, and yield Starting materials: CCOC(=O)N1C(=O)C2(c3ccc(Cl)cc31)C(c1cccc(Cl)c1)CC(=O)NC2c1ccc(Cl)cc1, CO, [Na+], [OH-]. Product: O=C1CC(c2cccc(Cl)c2)C2(C(=O)Nc3cc(Cl)ccc32)C(c2ccc(Cl)cc2)N1. RXN SMILES: [CH2:1]([O:2][C:3](=[O:4])[N:6]1[C:7](=[O:36])[C:8]2([c:9]3[cH:10][cH:11][c:12]([Cl:15])[cH:13][c:14]31)[CH:16]([c:29]1[cH:30][cH:31][c:32]([Cl:35])[cH:33][cH:34]1)[NH:17][C:18](=[O:28])[CH2:19][CH:20]2[c:21]1[cH:22][c:23]([Cl:27])[cH:24][cH:25][cH:26]1)[CH3:5].[CH3:39][OH:40].[Na+:38].[OH-:37]>>[NH:6]1[C:7](=[O:36])[C:8]2([c:9]3[cH:10][cH:11][c:12]([Cl:15])[cH:13][c:14]31)[CH:16]([c:29]1[cH:30][cH:31][c:32]([Cl:35])[cH:33][cH:34]1)[NH:17][C:18](=[O:28])[CH2:19][CH:20]2[c:21]1[cH:22][c:23]([Cl:27])[cH:24][cH:25][cH:26]1. Reactants: [BH3-]C#N.[Na+] (NaCNBH3), ClC1=CC=C(C=O)C=C1 (4-chlorobenzaldehyde), C(C1=CC=CC=C1)N (benzylamine), Cl (HCl), Cl (HCl). The solvent is CO (MeOH), C(C)(=O)O (acetic acid), ClCl (Cl2). Reaction conditions: time 8 hour. Product: Cl.C(C1=CC=CC=C1)NCC1=CC=C(C=C1)Cl (N-Benzyl-N-(4-chlorobenzyl)amine Hydrochloride). As a reaction SMILES: [Cl:1][C:2]1[CH:9]=[CH:8][C:5]([CH:6]=O)=[CH:4][CH:3]=1.[CH2:10]([NH2:17])[C:11]1[CH:16]=[CH:15][CH:14]=[CH:13][CH:12]=1.Cl.[BH3-]C#N.[Na+]>ClCl.CO.C(O)(=O)C>[ClH:1].[CH2:10]([NH:17][CH2:6][C:5]1[CH:8]=[CH:9][C:2]([Cl:1])=[CH:3][CH:4]=1)[C:11]1[CH:16]=[CH:15][CH:14]=[CH:13][CH:12]=1 |f:3.4,8.9|. Reported procedure: To 4-chlorobenzaldehyde (1.5 g, 10.7 mmol) dissolved in 40 mL CH2 Cl2 was added benzylamine (1.15g, 10.7 mmol) followed by 1 mL of 6N HCl. The resulting cloudy solution was stirred overnight at room temperature and then concentrated in vacuo to give a white solid. The solid was immediately dissolved in 50 mL of MeOH and the pH of the solution was adjusted to 6 with glacial acetic acid. To this solution was added NaCNBH3 (0.67 g, 10.7 mol), and the resulting clear solution was stirred three hours... Starting materials: FC=1C=C(C=CC1F)C(C)NC(C1=CC(=CC=C1)[N+](=O)[O-])C1=C(C=C(C=C1)OC)OC (N-[1-(3,4-difluorophenyl)ethyl]-N-[(2,4-dimethoxyphenyl)-(3-nitrophenyl)methyl]amine), [BH4-].[Na+] (sodium borohydride). Reagents/catalysts: O.O.O.O.O.O.[Ni](Cl)Cl (nickel chloride hexahydrate). The solvent is CO (methanol). The product is FC=1C=C(C=CC1F)C(C)NC(C=1C=C(C=CC1)N)C1=C(C=C(C=C1)OC)OC (3-{[1-(3,4-Difluorophenyl)ethylamino]-(2,4-dimethoxyphenyl)methyl}phenylamine). RXN SMILES: [F:1][C:2]1[CH:3]=[C:4]([CH:9]([NH:11][CH:12]([C:22]2[CH:27]=[CH:26][C:25]([O:28][CH3:29])=[CH:24][C:23]=2[O:30][CH3:31])[C:13]2[CH:18]=[CH:17][CH:16]=[C:15]([N+:19]([O-])=O)[CH:14]=2)[CH3:10])[CH:5]=[CH:6][C:7]=1[F:8].[BH4-].[Na+]>O.O.O.O.O.O.[Ni](Cl)Cl.CO>[F:1][C:2]1[CH:3]=[C:4]([CH:9]([NH:11][CH:12]([C:22]2[CH:27]=[CH:26][C:25]([O:28][CH3:29])=[CH:24][C:23]=2[O:30][CH3:31])[C:13]2[CH:14]=[C:15]([NH2:19])[CH:16]=[CH:17][CH:18]=2)[CH3:10])[CH:5]=[CH:6][C:7]=1[F:8] |f:1.2,3.4.5.6.7.8.9|. Reported procedure: Following a similar procedure to that described in Example (1b), 920 mg of isomer A of N-[1-(3,4-difluorophenyl)ethyl]-N-[(2,4-dimethoxyphenyl)-(3-nitrophenyl)methyl]amine [prepared as described in step (a) above], 1.02 g of nickel chloride hexahydrate, 325 mg of sodium borohydride and 50 ml of methanol were reacted, to obtain 543 mg of isomerci A of the title compound as a colorless oil. Starting materials: C1(=CC=CC=C1)C(C1=CC=CC=C1)OC(=O)C=1N=CN(C1NC(=O)NC(=O)OCC1=CC=CC=C1)[C@H]1[C@H](O)[C@H](O)[C@H](O1)CO (5-[[[[(phenylmethoxy)carbonyl]amino]carbonyl]amino]-1-(β-D-ribofuranosyl)-1H-imidazole-4-carboxylic acid diphenylmethyl ester). The reagents and catalysts are [Pd] (palladium on charcoal). Solvent: CN(C)C=O (DMF), C1CCOC1 (THF), C(C)O (ethanol). Reaction conditions: time 2 hour. Yields the product NC(=O)NC1=C(N=CN1[C@H]1[C@H](O)[C@H](O)[C@H](O1)CO)C(=O)O (5-[[(amino)carbonyl]amino]-1-(β-D-ribofuranosyl)-1H-imidazole-4-carboxylic acid). RXN SMILES: C1(C([O:14][C:15]([C:17]2[N:18]=[CH:19][N:20]([C@@H:36]3[O:42][C@H:41]([CH2:43][OH:44])[C@@H:39]([OH:40])[C@H:37]3[OH:38])[C:21]=2[NH:22][C:23]([NH:25]C(OCC2C=CC=CC=2)=O)=[O:24])=[O:16])C2C=CC=CC=2)C=CC=CC=1>CN(C=O)C.C1COCC1.C(O)C.[Pd]>[NH2:25][C:23]([NH:22][C:21]1[N:20]([C@@H:36]2[O:42][C@H:41]([CH2:43][OH:44])[C@@H:39]([OH:40])[C@H:37]2[OH:38])[CH:19]=[N:18][C:17]=1[C:15]([OH:16])=[O:14])=[O:24]. Procedure details: 5-[[[[(phenylmethoxy)carbonyl]amino]carbonyl]amino]-1-(β-D-ribofuranosyl)-1H-imidazole-4-carboxylic acid diphenylmethyl ester (1.76 g, 2.9 mmol) was dissolved in the mixture of DMF (50 mL), THF (20 mL) and ethanol (30 mL) and mixed with 10% palladium on charcoal. The mixture was hydrogenated at 50 psig pressure for 2 h. The catalyst was removed by filtration through Celite, and washed extensively with DMF and ethanol. Combined washing and filtrate was concentrated under reduced pressure to dryne... The reactants are C(C)(C)(C)C1=CC(=C(C=N1)C=1N([C@]([C@](N1)(C)C1=CC=C(C=C1)Cl)(C)C1=CC=C(C=C1)Cl)C(=O)N1CCC(CC1)CC(=O)O)OCC ({1-[(4S,5R)-2-(6-tert-butyl-4-ethoxy-pyridin-3-yl)-4,5-bis-(4-chloro-phenyl)-4,5-dimethyl-4,5-dihydro-imidazole-1-carbonyl]-piperidin-4-yl}-acetic acid), ClC=1C(=C(N)C=CC1)C (3-chloro-2-methylaniline). Product: C(C)(C)(C)C1=CC(=C(C=N1)C=1N([C@]([C@](N1)(C)C1=CC=C(C=C1)Cl)(C)C1=CC=C(C=C1)Cl)C(=O)N1CCC(CC1)CC(=O)NC1=C(C(=CC=C1)Cl)C)OCC (2-{1-[(4S,5R)-2-(6-tert-Butyl-4-ethoxy-pyridin-3-yl)-4,5-bis-(4-chloro-phenyl)-4,5-dimethyl-4,5-dihydro-imidazole-1-carbonyl]-piperidin-4-yl}-N-(3-chloro-2-methyl-phenyl)-acetamide). Reaction SMILES: [C:1]([C:5]1[N:10]=[CH:9][C:8]([C:11]2[N:12]([C:32]([N:34]3[CH2:39][CH2:38][CH:37]([CH2:40][C:41]([OH:43])=O)[CH2:36][CH2:35]3)=[O:33])[C@@:13]([C:25]3[CH:30]=[CH:29][C:28]([Cl:31])=[CH:27][CH:26]=3)([CH3:24])[C@@:14]([C:17]3[CH:22]=[CH:21][C:20]([Cl:23])=[CH:19][CH:18]=3)([CH3:16])[N:15]=2)=[C:7]([O:44][CH2:45][CH3:46])[CH:6]=1)([CH3:4])([CH3:3])[CH3:2].[Cl:47][C:48]1[C:49]([CH3:55])=[C:50]([CH:52]=[CH:53][CH:54]=1)[NH2:51]>>[C:1]([C:5]1[N:10]=[CH:9][C:8]([C:11]2[N:12]([C:32]([N:34]3[CH2:35][CH2:36][CH:37]([CH2:40][C:41]([NH:51][C:50]4[CH:52]=[CH:53][CH:54]=[C:48]([Cl:47])[C:49]=4[CH3:55])=[O:43])[CH2:38][CH2:39]3)=[O:33])[C@@:13]([C:25]3[CH:26]=[CH:27][C:28]([Cl:31])=[CH:29][CH:30]=3)([CH3:24])[C@@:14]([C:17]3[CH:22]=[CH:21][C:20]([Cl:23])=[CH:19][CH:18]=3)([CH3:16])[N:15]=2)=[C:7]([O:44][CH2:45][CH3:46])[CH:6]=1)([CH3:4])([CH3:2])[CH3:3]. Procedure details: In a manner analogous to the method described in example 163, {1-[(4S,5R)-2-(6-tert-butyl-4-ethoxy-pyridin-3-yl)-4,5-bis-(4-chloro-phenyl)-4,5-dimethyl-4,5-dihydro-imidazole-1-carbonyl]-piperidin-4-yl}-acetic acid was reacted with 3-chloro-2-methylaniline (Aldrich) to give the title product. LC-MS (ES+) 788 [(M+H)+]. Reactants: [N+](=O)([O-])C1=CC=C(C=N1)OC1=CC(=NC=C1)NC(=O)C1CC1 (N-(4-((6-nitropyridin-3-yl)oxy)pyridin-2-yl)cyclopropanecarboxamide), O.NN (hydrazine hydrate). Reagents/catalysts: [Ni] (Raney nickel). Run in CO (MeOH). Reaction conditions: time 3 hour. Yields the product NC1=CC=C(C=N1)OC1=CC(=NC=C1)NC(=O)C1CC1 (N-(4-((6-aminopyridin-3-yl)oxy)pyridin-2-yl)cyclopropanecarboxamide). The yield is 86.6%. Reaction SMILES: [N+:1]([C:4]1[N:9]=[CH:8][C:7]([O:10][C:11]2[CH:16]=[CH:15][N:14]=[C:13]([NH:17][C:18]([CH:20]3[CH2:22][CH2:21]3)=[O:19])[CH:12]=2)=[CH:6][CH:5]=1)([O-])=O.O.NN>CO.[Ni]>[NH2:1][C:4]1[N:9]=[CH:8][C:7]([O:10][C:11]2[CH:16]=[CH:15][N:14]=[C:13]([NH:17][C:18]([CH:20]3[CH2:21][CH2:22]3)=[O:19])[CH:12]=2)=[CH:6][CH:5]=1 |f:1.2|. Procedure details: A solution of N-(4-((6-nitropyridin-3-yl)oxy)pyridin-2-yl)cyclopropanecarboxamide (1.50 g, 5.00 mmol) in MeOH (30 mL) was treated with hydrazine hydrate (1.50 g, 30.0 mmol) followed by Raney nickel (0.300 g, 5.11 mmol) and stirred at RT for 3 h. The solids were removed via filtration through diatomaceous earth, rinsed with DCM, then MeOH and the filtrate concentrated to dryness to afford N-(4-((6-aminopyridin-3-yl)oxy)pyridin-2-yl)cyclopropanecarboxamide (1.17 g, 87%) as a white solid. 1H NMR (4... The reactants are CCC[NH-], CC(NC(=O)OCc1ccccc1)C(=O)O, CCO, [H][H], [Pd]. The product is CCC[NH-], CC(N)C(=O)O. Reaction SMILES: [CH2:17]([CH2:18][CH3:19])[NH-:20].[CH2:1]([O:2][C:3](=[O:4])[NH:11][CH:12]([CH3:13])[C:14](=[O:15])[OH:16])[c:5]1[cH:6][cH:7][cH:8][cH:9][cH:10]1.[CH3:23][CH2:24][OH:25].[H:21][H:22].[Pd:26]>>[CH2:17]([CH2:18][CH3:19])[NH-:20].[NH2:11][CH:12]([CH3:13])[C:14](=[O:15])[OH:16]. Reaction SMILES: Cl.[N:2]1([CH2:7][CH2:8][C@@H:9]2[O:13][C@@H:12]([CH2:14][O:15][C:16]3[CH:21]=[CH:20][C:19]([O:22][CH3:23])=[CH:18][C:17]=3[Cl:24])[CH:11]=[CH:10]2)[CH:6]=[CH:5][N:4]=[CH:3]1>C(O)C>[ClH:24].[N:2]1([CH2:7][CH2:8][C@@H:9]2[O:13][C@H:12]([CH2:14][O:15][C:16]3[CH:21]=[CH:20][C:19]([O:22][CH3:23])=[CH:18][C:17]=3[Cl:24])[CH2:11][CH2:10]2)[CH:6]=[CH:5][N:4]=[CH:3]1 |f:0.1,3.4|. Run at time 8 hour. The product is Cl.N1(C=NC=C1)CC[C@H]1CC[C@H](O1)COC1=C(C=C(C=C1)OC)Cl (5(R)-[2-(1-imidazolyl)ethyl]-2(S)-(2-chloro-4-methoxyphenoxy)methyl-tetrahydrofuran, hydrochloride). Starting materials: Cl.N1(C=NC=C1)CC[C@H]1C=C[C@@H](O1)COC1=C(C=C(C=C1)OC)Cl (5(S)-[2-(1-imidazolyl)ethyl]-2(R)-(2-chloro-4-methoxyphenoxy)methyl-2,5-dihydrofuran hydrochloride), PtO. Reported procedure: In a vial, add ethanol (1 ml) to the product of Example 100 (0.050 g) and add PtO (0.025 g). Place a balloon filled with H2 gas over the mouth of the vial and stir overnight. Purify the resultant product on a silica column, eluting with CH2Cl2 →5% methanol/CH2Cl2. Add 0.1 N HCl (2 ml) to the resulting product and lyophilize to obtain the title compound, MS: m/z 339 (M+ +1). Run in C(C)O (ethanol).